From a dataset of the Open Reaction Database (ORD), a public repository of structured organic reaction records. describe an organic reaction: reactants, conditions, products, and yield Reactants: ClC(=O)OCC(C)C (Isobutyl chloroformate), CN1CCOCC1 (N-methyl morpholine), [N+](=O)([O-])C1=CC=C(C=C1)C=1N=C(SC1)C(=O)OCC (Ethyl 4-(4-nitrophenyl)thiazole-2-carboxylate), [N+](=O)([O-])C1=CC=C(C=C1)C=1N=C(SC1)C(=O)OCC (Ethyl 4-(4-nitrophenyl)thiazole-2-carboxylate), Cl.COC([C@@H](N)C(C)C)=O (L-valine methyl ester hydrochloride). The solvent is C1CCOC1 (THF), C(C)N(CC)CC (triethylamine). Run at temperature -20 celsius, time 5 minute. Yields the product CC(C(C(=O)OC)NC(=O)C=1SC=C(N1)C1=CC=C(C=C1)[N+](=O)[O-])C (Methyl 3-methyl-2-(4-(4-nitrophenyl)thiazole-2-carboxamido)butanoate). RXN SMILES: CN1CCOCC1.[N+:8]([C:11]1[CH:16]=[CH:15][C:14]([C:17]2[N:18]=[C:19]([C:22]([O:24]CC)=O)[S:20][CH:21]=2)=[CH:13][CH:12]=1)([O-:10])=[O:9].ClC(OCC(C)C)=O.Cl.[CH3:36][O:37][C:38](=[O:44])[C@H:39]([CH:41]([CH3:43])[CH3:42])[NH2:40]>C1COCC1.C(N(CC)CC)C>[CH3:42][CH:41]([CH3:43])[CH:39]([NH:40][C:22]([C:19]1[S:20][CH:21]=[C:17]([C:14]2[CH:13]=[CH:12][C:11]([N+:8]([O-:10])=[O:9])=[CH:16][CH:15]=2)[N:18]=1)=[O:24])[C:38]([O:37][CH3:36])=[O:44] |f:3.4|. Procedure details: N-methyl morpholine (1.8 gm) was added to a solution of 4-(4-nitrophenyl)thiazole-2-carboxylic acid (Intermediate 3, step B, 4.5 gm) in THF (300 ml). The reaction mixture was stirred for 5 minutes and then cooled to −20° C. Isobutyl chloroformate (2.45 gm) was added to it and the reaction mixture was stirred for 20 minutes. To it was added L-valine methyl ester hydrochloride (7.2 gm) previously neutralized with triethylamine (4.63 gm) and the reaction mass was stirred for 3 hours as the temperat...